From a dataset of the Open Reaction Database (ORD), a public repository of structured organic reaction records. describe an organic reaction: reactants, conditions, products, and yield Starting materials: OCc1ccc(Br)cc1, CN(C)C=O, Cc1ccnc(F)c1, [H-], [Na+], O. Product: Cc1ccnc(OCc2ccc(Br)cc2)c1. RXN SMILES: [Br:1][c:2]1[cH:3][cH:4][c:5]([CH2:6][OH:7])[cH:8][cH:9]1.[CH3:10][N:11]([CH3:12])[CH:13]=[O:14].[F:17][c:18]1[n:19][cH:20][cH:21][c:22]([CH3:24])[cH:23]1.[H-:15].[Na+:16].[OH2:25]>>[Br:1][c:2]1[cH:3][cH:4][c:5]([CH2:6][O:7][c:18]2[n:19][cH:20][cH:21][c:22]([CH3:24])[cH:23]2)[cH:8][cH:9]1.